Task: describe an organic reaction: reactants, conditions, products, and yield. Dataset: the Open Reaction Database (ORD), a public repository of structured organic reaction records The reactants are S1C=C(C=C1)CC(=O)O (thiophen-3-yl acetic acid), CN[C@@H]1CCC=2N(C3=CC=CC=C3C2CC(=O)OCCC)C1 (propyl [(7R)-7-(methylamino)-6,7,8,9-tetrahydropyrido[1,2-a]indol-10-yl]acetate). The product is CN([C@@H]1CCC=2N(C3=CC=CC=C3C2CC(=O)O)C1)C(CC1=CSC=C1)=O ({(7R)-7-[Methyl-(2-thiophen-3-yl-acetyl)-amino]-6,7,8,9-tetrahydro-pyrido[1,2-a]indol-10-yl}-acetic acid). Reaction SMILES: [S:1]1[CH:5]=[CH:4][C:3]([CH2:6][C:7]([OH:9])=O)=[CH:2]1.[CH3:10][NH:11][C@H:12]1[CH2:31][N:16]2[C:17]3[C:22]([C:23]([CH2:24][C:25]([O:27]CCC)=[O:26])=[C:15]2[CH2:14][CH2:13]1)=[CH:21][CH:20]=[CH:19][CH:18]=3>>[CH3:10][N:11]([C:7](=[O:9])[CH2:6][C:3]1[CH:4]=[CH:5][S:1][CH:2]=1)[C@H:12]1[CH2:31][N:16]2[C:17]3[C:22]([C:23]([CH2:24][C:25]([OH:27])=[O:26])=[C:15]2[CH2:14][CH2:13]1)=[CH:21][CH:20]=[CH:19][CH:18]=3. Reported procedure: The title compound was prepared using analogous procedures described in Example 1 (Method A) from thiophen-3-yl acetic acid and propyl [(7R)-7-(methylamino)-6,7,8,9-tetrahydropyrido[1,2-a]indol-10-yl]acetate. MS (+ESI) m/z: 383. Reactants: CCCN(CCC)C(=O)Cl, CCCSc1nc[nH]n1, [H-], [Na+], C1CCOC1. Product: CCCSc1ncn(C(=O)N(CCC)CCC)n1. As a reaction SMILES: [CH2:12]([CH2:13][CH3:14])[N:15]([C:16](=[O:17])[Cl:18])[CH2:19][CH2:20][CH3:21].[CH2:1]([CH2:2][CH3:3])[S:4][c:5]1[n:6][nH:7][cH:8][n:9]1.[H-:10].[Na+:11].[O:22]1[CH2:23][CH2:24][CH2:25][CH2:26]1>>[CH2:1]([CH2:2][CH3:3])[S:4][c:5]1[n:6][n:7]([C:16]([N:15]([CH2:12][CH2:13][CH3:14])[CH2:19][CH2:20][CH3:21])=[O:17])[cH:8][n:9]1. The reactants are Cc1c(-c2ccccc2)n(C)c2cccc(Br)c12, COc1ccc(B(O)O)cc1, ClCCl, [K+], [K+], O=C([O-])[O-], C1COCCO1. Product: COc1ccc(-c2cccc3c2c(C)c(-c2ccccc2)n3C)cc1. Reaction SMILES: [Br:1][c:2]1[c:3]2[c:4]([CH3:18])[c:5](-[c:12]3[cH:13][cH:14][cH:15][cH:16][cH:17]3)[n:6]([CH3:11])[c:7]2[cH:8][cH:9][cH:10]1.[CH3:25][O:26][c:27]1[cH:28][cH:29][c:30]([B:33]([OH:34])[OH:35])[cH:31][cH:32]1.[Cl:36][CH2:37][Cl:38].[K+:19].[K+:20].[O-:21][C:22]([O-:23])=[O:24].[O:39]1[CH2:40][CH2:41][O:42][CH2:43][CH2:44]1>>[c:2]1(-[c:30]2[cH:29][cH:28][c:27]([O:26][CH3:25])[cH:32][cH:31]2)[c:3]2[c:4]([CH3:18])[c:5](-[c:12]3[cH:13][cH:14][cH:15][cH:16][cH:17]3)[n:6]([CH3:11])[c:7]2[cH:8][cH:9][cH:10]1. Reactants: [Cl-].[NH4+] (ammonium chloride), FC=1C(=CC(=C(C1)O)OC)[N+](=O)[O-] (5-fluoro-2-methoxy-4-nitro-phenol), BrCCCO[Si](C)(C)C(C)(C)C ((3-bromo-propoxy)-tert-butyl-dimethyl-silane), C([O-])([O-])=O.[K+].[K+] (potassium carbonate). The solvent is CN(C=O)C (dimethylformamide). The product is C(C)(C)(C)[Si](C)(C)OCCCOC1=C(C=C(C(=C1)F)[N+](=O)[O-])OC (tert-butyl-[3-(5-fluoro-2-methoxy-4-nitro-phenoxy)-propoxy]-dimethyl-silane). The yield is 69.8%. As a reaction SMILES: [F:1][C:2]1[C:3]([N+:11]([O-:13])=[O:12])=[CH:4][C:5]([O:9][CH3:10])=[C:6]([OH:8])[CH:7]=1.Br[CH2:15][CH2:16][CH2:17][O:18][Si:19]([C:22]([CH3:25])([CH3:24])[CH3:23])([CH3:21])[CH3:20].C(=O)([O-])[O-].[K+].[K+].[Cl-].[NH4+]>CN(C)C=O>[C:22]([Si:19]([O:18][CH2:17][CH2:16][CH2:15][O:8][C:6]1[CH:7]=[C:2]([F:1])[C:3]([N+:11]([O-:13])=[O:12])=[CH:4][C:5]=1[O:9][CH3:10])([CH3:20])[CH3:21])([CH3:24])([CH3:25])[CH3:23] |f:2.3.4,5.6|. Reported procedure: A mixture of 0.350 g (1.87 mmole) of 5-fluoro-2-methoxy-4-nitro-phenol, 0.568 g (2.25 mmole) of (3-bromo-propoxy)-tert-butyl-dimethyl-silane, 1.29 g (9.35 mmole) of potassium carbonate and 5 mL of dimethylformamide was heated at 60 degrees for 3 hours. The mixture was cooled, poured into 50 mL of dilute ammonium chloride solution and extracted three times with 25 mL of ethyl acetate. The combined organic extracts were washed three times with 25 mL of water, once with 25 mL of brine, dried over a... The reactants are COC=1C=C2C=CC(=CC2=CC1)C(C(=O)OCC)O (ethyl 6-methoxy-2-naphthylglycolate), [OH-].[K+] (potassium hydroxide). Solvent: C(C)(C)O (isopropanol). Yields the product COC=1C=C2C=CC(=CC2=CC1)C(C(=O)O)O (6-methoxy-2-naphthylglycolic acid). Reaction SMILES: [CH3:1][O:2][C:3]1[CH:4]=[C:5]2[C:10](=[CH:11][CH:12]=1)[CH:9]=[C:8]([CH:13]([OH:19])[C:14]([O:16]CC)=[O:15])[CH:7]=[CH:6]2.[OH-].[K+]>C(O)(C)C>[CH3:1][O:2][C:3]1[CH:4]=[C:5]2[C:10](=[CH:11][CH:12]=1)[CH:9]=[C:8]([CH:13]([OH:19])[C:14]([OH:16])=[O:15])[CH:7]=[CH:6]2 |f:1.2|. Procedure: To a solution of 0.144 moies of ethyl 6-methoxy-2-naphthylglycolate dissolved in 220 ml. of isopropanol is added 38 g. (0.7 mole) of potassium hydroxide. This mixture is then heated at reflux temperature in a nitrogen atmosphere. The solution is concentrated in vacuo to a viscous oil, which is then dissolved in 500 ml. of water and filtered. The filtrate is acidified with 10% HCl and the precipitate is taken up in ether. The ether layer is dried, filtered and the filtrate concentrated to dryness...